This data is from the Open Reaction Database (ORD), a public repository of structured organic reaction records. The task is: describe an organic reaction: reactants, conditions, products, and yield Starting materials: Cl (hydrochloric acid), C(C1=CC=CC=C1)N1CC(C(C1)C)C(=O)OC (methyl (3RS,4RS)-1-benzyl-4-methyl-pyrrolidine-3-carboxylate), FC(C(=O)[O-])(F)F (trifluoroacetate), [OH-].[Li+] (lithium hydroxide). Solvent: CO (methanol). Reaction conditions: time 5 hour. Yields the product C(C1=CC=CC=C1)N1CC(C(C1)C)C(=O)O ((3RS,4RS)-1-Benzyl-4-methyl-pyrrolidine-3-carboxylic acid). As a reaction SMILES: [CH2:1]([N:8]1[CH2:12][CH:11]([CH3:13])[CH:10]([C:14]([O:16]C)=[O:15])[CH2:9]1)[C:2]1[CH:7]=[CH:6][CH:5]=[CH:4][CH:3]=1.FC(F)(F)C([O-])=O.[OH-].[Li+].Cl>CO>[CH2:1]([N:8]1[CH2:12][CH:11]([CH3:13])[CH:10]([C:14]([OH:16])=[O:15])[CH2:9]1)[C:2]1[CH:3]=[CH:4][CH:5]=[CH:6][CH:7]=1 |f:2.3|. Procedure: 2.0 g (5.7 mmol) methyl (3RS,4RS)-1-benzyl-4-methyl-pyrrolidine-3-carboxylate (as the trifluoroacetate salt) are dissolved in 4 ml of methanol and combined with 5 ml lithium hydroxide solution (8% in water). The mixture is stirred for five hours at RT, then mixed with 3.2 ml 4N hydrochloric acid and evaporated to dryness. Reactants: C(N)(OCC1C2=C(C=C(C=C2N2CC3NC3C1(O2)O)C=O)O)=O (4-Formyl-6,9-dihydroxy-14-oxa-1,11-diazatetracyclo[7.4.1.02,7.010,12 ]tetradeca-2,4,6-trien-8-ylmethyl carbamate), S(=O)(=O)(C)Cl (mesyl chloride). The solvent is N1=CC=CC=C1 (pyridine). Run at time 1 hour. The product is C(N)(OCC1C2=C(C=C(C=C2N2CC3N(C3C1(O2)O)S(=O)(=O)C)C=O)O)=O (4-formyl-6,9-dihydroxy-11-mesyl-14-oxa-1,11-diazatetracyclo[7.4.1.02,7.010,12 ]tetradeca-2,4,6-trien-8-ylmethyl carbamate). Reaction SMILES: [C:1](=[O:23])([O:3][CH2:4][CH:5]1[C:17]2([OH:19])[O:18][N:12]([CH2:13][CH:14]3[CH:16]2[NH:15]3)[C:11]2[C:6]1=[C:7]([OH:22])[CH:8]=[C:9]([CH:20]=[O:21])[CH:10]=2)[NH2:2].[S:24](Cl)([CH3:27])(=[O:26])=[O:25]>N1C=CC=CC=1>[C:1](=[O:23])([O:3][CH2:4][CH:5]1[C:17]2([OH:19])[O:18][N:12]([CH2:13][CH:14]3[CH:16]2[N:15]3[S:24]([CH3:27])(=[O:26])=[O:25])[C:11]2[C:6]1=[C:7]([OH:22])[CH:8]=[C:9]([CH:20]=[O:21])[CH:10]=2)[NH2:2]. Reported procedure: 4-Formyl-6,9-dihydroxy-14-oxa-1,11-diazatetracyclo[7.4.1.02,7.010,12 ]tetradeca-2,4,6-trien-8-ylmethyl carbamate (50 mg) was dissolved in pyridine (1.19 ml) containing mesyl chloride (12 μl). The solution was stirred for 1 hour in a dry ice-carbon tetrachloride bath under nitrogen atmosphere. The solution was evaporated in vacuo and the residue was subjected to preparative thin layer chromatography. Development was carried out with a mixture of chloroform and methanol to afford 4-formyl-6,9-dihy... Starting materials: IC1=CC=C(C=C1)C#C[Si](C)(C)C ((4-iodo-phenylethynyl)-trimethyl-silane), C1CCOC1 (THF), C(#C)C1=CC=C(C=C1)N (4-ethynyl-phenylamine), TEA. Reagents/catalysts: Cl[Pd]([P](C1=CC=CC=C1)(C2=CC=CC=C2)C3=CC=CC=C3)([P](C4=CC=CC=C4)(C5=CC=CC=C5)C6=CC=CC=C6)Cl (PdCl2(PPh3)2), [Cu]I (CuI). Solvent: O (H2O). Reaction conditions: temperature 40 celsius, time 8 hour. The product is C[Si](C)(C)C#CC1=CC=C(C=C1)C#CC1=CC=C(C=C1)N (4-(4-trimethylsilanylethynyl-phenylethynyl)-phenylamine). Isolated yield 88.4%. As a reaction SMILES: I[C:2]1[CH:7]=[CH:6][C:5]([C:8]#[C:9][Si:10]([CH3:13])([CH3:12])[CH3:11])=[CH:4][CH:3]=1.[C:14]([C:16]1[CH:21]=[CH:20][C:19]([NH2:22])=[CH:18][CH:17]=1)#[CH:15].C1COCC1>Cl[Pd](Cl)([P](C1C=CC=CC=1)(C1C=CC=CC=1)C1C=CC=CC=1)[P](C1C=CC=CC=1)(C1C=CC=CC=1)C1C=CC=CC=1.[Cu]I.O>[CH3:11][Si:10]([C:9]#[C:8][C:5]1[CH:6]=[CH:7][C:2]([C:15]#[C:14][C:16]2[CH:21]=[CH:20][C:19]([NH2:22])=[CH:18][CH:17]=2)=[CH:3][CH:4]=1)([CH3:13])[CH3:12] |^1:30,49|. Procedure: Following a general coupling procedure, (4-iodo-phenylethynyl)-trimethyl-silane (Maya et al., Chem. Mater., 2004, 16:2987-2997) (0.75 g, 2.50 mmol) was coupled to 4-ethynyl-phenylamine (Fan et al., J. Am. Chem. Soc., 2002, 124:5550) (0.35 g, 3.00 mmol) using PdCl2(PPh3)2 (0.09 g, 0.13 mmol), CuI (0.05 g, 0.25 mmol), TEA (3 mL), and THF (10 mL). The reaction was stirred at 40° C. overnight. The mixture was poured into H2O and extracted (3×) with CH2Cl2, dried using anhydrous MgSO4, and concentrat... The reactants are CC(=O)C(=O)O, Cl, Cl, NO, [Na+], [Na+], [Na+], O=C([O-])[O-], [OH-], O=C(O)C(=O)CC(O)(Cc1c[nH]c2ccccc12)C(=O)O, O=C(O)C(=O)Cc1c[nH]c2ccccc12. The product is O=C(O)C(CC(O)(Cc1c[nH]c2ccccc12)C(=O)O)=NO. RXN SMILES: [CH3:18][C:19]([C:20](=[O:21])[OH:22])=[O:23].[ClH:45].[ClH:48].[NH2:46][OH:47].[Na+:17].[Na+:49].[Na+:50].[O-:51][C:52](=[O:53])[O-:54].[OH-:16].[OH:24][C:25]([CH2:26][C:27]([C:28](=[O:29])[OH:30])=[O:31])([C:32](=[O:33])[OH:34])[CH2:35][c:36]1[cH:37][nH:38][c:39]2[cH:40][cH:41][cH:42][cH:43][c:44]12.[nH:1]1[c:2]2[c:3]([cH:4][cH:5][cH:6][cH:7]2)[c:8]([CH2:9][C:10](=[O:11])[C:12]([OH:13])=[O:14])[cH:15]1>>[OH:16][N:46]=[C:27]([CH2:26][C:25]([OH:24])([C:32](=[O:33])[OH:34])[CH2:35][c:36]1[cH:37][nH:38][c:39]2[cH:40][cH:41][cH:42][cH:43][c:44]12)[C:28](=[O:29])[OH:30]. Yields the product FC(C(=O)O)(F)F.ClC=1N=CNC1C(=O)NCC1=C(C(=C(C=C1)Cl)OC1=CC(=CC(=C1)CN(C)C)C#N)F (4-chloro-N-{[4-chloro-3-({3-cyano-5-[(dimethylamino)methyl]phenyl}oxy)-2-fluorophenyl]methyl}-1H-imidazole-5-carboxamide trifluoroacetate). Reactants: ClC=1N=CN(C1C(=O)NCC1=C(C(=C(C=C1)Cl)OC1=CC(=CC(=C1)CN(C)C)C#N)F)COCC[Si](C)(C)C (4-chloro-N-{[4-chloro-3-({3-cyano-5-[(dimethylamino)methyl]phenyl}oxy)-2-fluorophenyl]methyl}-1-({[2-(trimethylsilyl)ethyl]oxy}methyl)-1H-imidazole-5-carboxamide), C(=O)(C(F)(F)F)O (TFA). The yield is 36.0%. Reaction conditions: time 1 hour. The solvent is C(Cl)Cl (DCM). RXN SMILES: [Cl:1][C:2]1[N:3]=[CH:4][N:5](COCC[Si](C)(C)C)[C:6]=1[C:7]([NH:9][CH2:10][C:11]1[CH:16]=[CH:15][C:14]([Cl:17])=[C:13]([O:18][C:19]2[CH:24]=[C:23]([CH2:25][N:26]([CH3:28])[CH3:27])[CH:22]=[C:21]([C:29]#[N:30])[CH:20]=2)[C:12]=1[F:31])=[O:8].[C:40]([OH:46])([C:42]([F:45])([F:44])[F:43])=[O:41]>C(Cl)Cl>[F:43][C:42]([F:45])([F:44])[C:40]([OH:46])=[O:41].[Cl:1][C:2]1[N:3]=[CH:4][NH:5][C:6]=1[C:7]([NH:9][CH2:10][C:11]1[CH:16]=[CH:15][C:14]([Cl:17])=[C:13]([O:18][C:19]2[CH:24]=[C:23]([CH2:25][N:26]([CH3:28])[CH3:27])[CH:22]=[C:21]([C:29]#[N:30])[CH:20]=2)[C:12]=1[F:31])=[O:8] |f:3.4|. Procedure: To a solution of 4-chloro-N-{[4-chloro-3-({3-cyano-5-[(dimethylamino)methyl]phenyl}oxy)-2-fluorophenyl]methyl}-1-({[2-(trimethylsilyl)ethyl]oxy}methyl)-1H-imidazole-5-carboxamide (82 mg, 0.138 mmol) in DCM (6.0 ml) was added TFA (2.00 mL) and the reaction mixture was stirred ar RT for one hour. The solvent was removed and the crude material was purified via reverse phase HPLC to give 4-chloro-N-{[4-chloro-3-({3-cyano-5-[(dimethylamino)methyl]phenyl}oxy)-2-fluorophenyl]methyl}-1H-imidazole-5-carb... The yield is 71.9%. Product: C(C)(C)(C)N1N=CC(=C(C1=O)Cl)SCC1=CC=C(C=C1)OC(C(OC(F)(F)F)F)(F)F (2-tert.-butyl-4-chloro-5-[4-(1,1,2-trifluoro-2-trifluoromethoxyethoxy)-benzylthio]-3(2H)-pyridazinone). Run in CN(C=O)C (dimethylformamide), CCOCC (ether). Reaction SMILES: [F:1][C:2]([F:19])([O:10][C:11]1[CH:18]=[CH:17][C:14]([CH2:15]Br)=[CH:13][CH:12]=1)[CH:3]([F:9])[O:4][C:5]([F:8])([F:7])[F:6].[C:20]([N:24]1[C:29](=[O:30])[C:28]([Cl:31])=[C:27]([SH:32])[CH:26]=[N:25]1)([CH3:23])([CH3:22])[CH3:21].C(=O)([O-])[O-].[K+].[K+]>CN(C)C=O.CCOCC>[C:20]([N:24]1[C:29](=[O:30])[C:28]([Cl:31])=[C:27]([S:32][CH2:15][C:14]2[CH:17]=[CH:18][C:11]([O:10][C:2]([F:19])([F:1])[CH:3]([F:9])[O:4][C:5]([F:8])([F:7])[F:6])=[CH:12][CH:13]=2)[CH:26]=[N:25]1)([CH3:23])([CH3:21])[CH3:22] |f:2.3.4|. The reactants are FC(C(OC(F)(F)F)F)(OC1=CC=C(CBr)C=C1)F (4-(1,1,2-trifluoro-2-trifluoromethoxy-ethoxy)-benzyl bromide), C(C)(C)(C)N1N=CC(=C(C1=O)Cl)S (2-tert.-butyl-4-chloro-5-mercapto-3(2H)-pyridazinone), C([O-])([O-])=O.[K+].[K+] (potassium carbonate). Run at time 1 hour. Reported procedure: 1.4 g of 4-(1,1,2-trifluoro-2-trifluoromethoxy-ethoxy)-benzyl bromide (Example 4) and 1 g of 2-tert.-butyl-4-chloro-5-mercapto-3(2H)-pyridazinone are added to a suspension of 0.8 g of potassium carbonate in 10 cc of dimethylformamide. The resulting reaction mixture is stirred for 1 hour at room temperature, is diluted with ether, is washed with diluted HCl and brine; the washed solution is thoroughly dehydrated, the solvent is evaporated off and the so obtained raw reaction product is chromatogr... Starting materials: C(CC=C)N1C(C2=CC=CC=C2C1=O)=O (2-But-3-enyl-isoindole-1,3-dione), B1C2CCCC1CCC2 (9-BBN), C(=O)([O-])[O-].[K+].[K+] (K2CO3), BrC=1C=CC(=NC1)CCCN1C(C2=CC=CC=C2C1=O)=O (2-[3-(5-Bromo-pyridin-2-yl)-propyl]-isoindole-1,3-dione). Reagents/catalysts: CC(=O)[O-].CC(=O)[O-].[Pd+2] (Pd(OAc)2), C1=CC=C(C=C1)P([C-]2C=CC=C2)C3=CC=CC=C3.C1=CC=C(C=C1)P([C-]2C=CC=C2)C3=CC=CC=C3.[Fe+2] (DPPF). Solvent: C1CCOC1 (THF), C(C)(=O)OCC (ethyl acetate), CN(C)C=O (DMF). Conditions: time 18 hour. Yields the product O=C1N(C(C2=CC=CC=C12)=O)CCCCC=1C=CC(=NC1)CCCN1C(C2=CC=CC=C2C1=O)=O (2-(3-{5-[4-(1,3-dioxo-isoindol-2-yl)-butyl]-pyridin-2-yl}-propyl)-isoindole-1,3-dione). Isolated yield 76.2%. RXN SMILES: [CH2:1]([N:5]1[C:13](=[O:14])[C:12]2[C:7](=[CH:8][CH:9]=[CH:10][CH:11]=2)[C:6]1=[O:15])[CH2:2][CH:3]=[CH2:4].B1C2CCCC1CCC2.C([O-])([O-])=O.[K+].[K+].Br[C:32]1[CH:33]=[CH:34][C:35]([CH2:38][CH2:39][CH2:40][N:41]2[C:49](=[O:50])[C:48]3[C:43](=[CH:44][CH:45]=[CH:46][CH:47]=3)[C:42]2=[O:51])=[N:36][CH:37]=1>C1COCC1.CN(C=O)C.C(OCC)(=O)C.CC([O-])=O.CC([O-])=O.[Pd+2].C1C=CC(P(C2C=CC=CC=2)[C-]2C=CC=C2)=CC=1.C1C=CC(P(C2C=CC=CC=2)[C-]2C=CC=C2)=CC=1.[Fe+2]>[O:15]=[C:6]1[C:7]2[C:12](=[CH:11][CH:10]=[CH:9][CH:8]=2)[C:13](=[O:14])[N:5]1[CH2:1][CH2:2][CH2:3][CH2:4][C:32]1[CH:33]=[CH:34][C:35]([CH2:38][CH2:39][CH2:40][N:41]2[C:42](=[O:51])[C:43]3[C:48](=[CH:47][CH:46]=[CH:45][CH:44]=3)[C:49]2=[O:50])=[N:36][CH:37]=1 |f:2.3.4,9.10.11,12.13.14|. Procedure: To a stirred solution of 3-3 (9.1 g, 45.4 mmol) in degassed THF (50 mL) at 0° C. was added dropwise a solution of 9-BBN (110 mL of 0.5M in THF, 55 mmol) and the mixture stirred for 18 hours at ambient temperature. K2CO3 (10.8 g, 77.4 mmol) and 3-2 (5.0 g, 17.4 mmol) were added, followed by a premixed and aged (70° C. for 30 min) suspension of Pd(OAc)2 (1.2 g, 5.2 mmol) and DPPF (3.2 g, 5.6 mmol) in degassed DMF (50 mL). The resulting mixture was stirred for 18 hours at 70° C., cooled, diluted wi...